Dataset: the Open Reaction Database (ORD), a public repository of structured organic reaction records. Task: describe an organic reaction: reactants, conditions, products, and yield Reactants: CC(NN1CCOC2CN(C(=O)OC(C)(C)C)CC21)c1ccccc1, CCO, [H][H], [W]. Yields the product CC(C)(C)OC(=O)N1CC2NCCOC2C1. Reaction SMILES: [C:1]([CH3:2])([CH3:3])([CH3:4])[O:5][C:6](=[O:7])[N:8]1[CH2:9][CH:10]2[N:11]([NH:17][CH:18]([c:19]3[cH:20][cH:21][cH:22][cH:23][cH:24]3)[CH3:25])[CH2:12][CH2:13][O:14][CH:15]2[CH2:16]1.[CH3:28][CH2:29][OH:30].[H:26][H:27].[W:31]>>[C:1]([CH3:2])([CH3:3])([CH3:4])[O:5][C:6](=[O:7])[N:8]1[CH2:9][CH:10]2[NH:11][CH2:12][CH2:13][O:14][CH:15]2[CH2:16]1.